Dataset: the Open Reaction Database (ORD), a public repository of structured organic reaction records. Task: describe an organic reaction: reactants, conditions, products, and yield Reactants: [Al+3], C1CCOC1, [H-], [H-], [H-], [H-], [Li+], [N-]=[N+]=[N-], [Na+], [Na+], CN(C)C=O, O=C(O)C1CCc2ccccc2O1, [OH-], O. Yields the product NCC1CCc2ccccc2O1. RXN SMILES: [Al+3:2].[CH2:26]1[O:27][CH2:28][CH2:29][CH2:30]1.[H-:1].[H-:4].[H-:5].[H-:6].[Li+:3].[N-:22]=[N+:23]=[N-:24].[Na+:21].[Na+:25].[O:31]=[CH:32][N:33]([CH3:34])[CH3:35].[O:7]1[CH:8]([C:17]([OH:18])=[O:19])[CH2:9][CH2:10][c:11]2[c:12]1[cH:13][cH:14][cH:15][cH:16]2.[OH-:20].[OH2:36]>>[O:7]1[CH:8]([CH2:17][NH2:22])[CH2:9][CH2:10][c:11]2[c:12]1[cH:13][cH:14][cH:15][cH:16]2. The reactants are COC(=O)C1SC2=C(NC1)C=CC(=C2)C(F)(F)F (2-methoxycarbonyl-7-trifluoromethyl-3,4-dihydro-2H-[1,4]benzothiazine), C(O)([O-])=O.[Na+] (sodium hydrogen carbonate), C(C)(=O)OCC (ethyl acetate). Solvent: C1(=CC=CC=C1)C (toluene), O1CCCC1 (tetrahydrofuran). The product is OCC1SC2=C(NC1)C=CC(=C2)C(F)(F)F (2-hydroxymethyl-7-trifluoromethyl-3,4-dihydro-2H-[1,4]benzothiazine). Reaction SMILES: C[O:2][C:3]([CH:5]1[CH2:10][NH:9][C:8]2[CH:11]=[CH:12][C:13]([C:15]([F:18])([F:17])[F:16])=[CH:14][C:7]=2[S:6]1)=O.C(=O)([O-])O.[Na+].C(OCC)(=O)C>C1(C)C=CC=CC=1.O1CCCC1>[OH:2][CH2:3][CH:5]1[CH2:10][NH:9][C:8]2[CH:11]=[CH:12][C:13]([C:15]([F:18])([F:17])[F:16])=[CH:14][C:7]=2[S:6]1 |f:1.2|. Reported procedure: 2-methoxycarbonyl-7-trifluoromethyl-3,4-dihydro-2H-[1,4]benzothiazine in 50 ml of toluene and about 10 ml of tetrahydrofuran, kept under argon. The reaction mixture is heated for 1 hour under reflux, and then after returning to 20° C. is hydrolysed with 70 ml of a saturated aqueous sodium hydrogen carbonate solution and 40 ml of ethyl acetate. The insoluble matter is removed by filtration and the filtrate is separated after settling out, the organic phase is dried over magnesium sulphate and con...